From a dataset of the Open Reaction Database (ORD), a public repository of structured organic reaction records. describe an organic reaction: reactants, conditions, products, and yield Yields the product CC(C)Oc1ccc(-c2ncc(Br)s2)cc1Cl. RXN SMILES: [Br:22][Br:23].[CH3:18][C:19](=[O:20])[O-:21].[CH3:24][C:25](=[O:26])[OH:27].[Cl:1][c:2]1[cH:3][c:4](-[c:12]2[s:13][cH:14][cH:15][n:16]2)[cH:5][cH:6][c:7]1[O:8][CH:9]([CH3:10])[CH3:11].[Na+:17]>>[Cl:1][c:2]1[cH:3][c:4](-[c:12]2[s:13][c:14]([Br:22])[cH:15][n:16]2)[cH:5][cH:6][c:7]1[O:8][CH:9]([CH3:10])[CH3:11]. The reactants are BrBr, CC(=O)[O-], CC(=O)O, CC(C)Oc1ccc(-c2nccs2)cc1Cl, [Na+].